This data is from the Open Reaction Database (ORD), a public repository of structured organic reaction records. The task is: describe an organic reaction: reactants, conditions, products, and yield Reactants: CCOC(=O)CC(c1ccc(F)cc1)C(C#N)C(=O)OCC, CCO, [H][H]. Yields the product CCOC(=O)C1CNC(=O)CC1c1ccc(F)cc1. Reaction SMILES: [C:1](#[N:2])[CH:3]([C:4](=[O:5])[O:6][CH2:7][CH3:8])[CH:9]([CH2:10][C:11](=[O:12])[O:13][CH2:14][CH3:15])[c:16]1[cH:17][cH:18][c:19]([F:22])[cH:20][cH:21]1.[CH3:25][CH2:26][OH:27].[H:23][H:24]>>[CH2:1]1[NH:2][C:11](=[O:12])[CH2:10][CH:9]([c:16]2[cH:17][cH:18][c:19]([F:22])[cH:20][cH:21]2)[CH:3]1[C:4](=[O:5])[O:6][CH2:7][CH3:8]. Starting materials: C1(=CC=CC=C1)C1=CC2=C(N=CN=C2N)O1 (6-phenylfuro[2,3-d]pyrimidine-4-amine), BrN1C(CCC1=O)=O (N-bromosuccinimide). Solvent: C(Cl)(Cl)(Cl)Cl (carbon tetrachloride). Run at time 8 hour. The product is BrC1=C(OC=2N=CN=C(C21)N)C2=CC=CC=C2 (5-Bromo-6-phenylfuro[2,3-d]pyrimidine-4-amine). Isolated yield 78.3%. As a reaction SMILES: [C:1]1([C:7]2[O:16][C:10]3[N:11]=[CH:12][N:13]=[C:14]([NH2:15])[C:9]=3[CH:8]=2)[CH:6]=[CH:5][CH:4]=[CH:3][CH:2]=1.[Br:17]N1C(=O)CCC1=O>C(Cl)(Cl)(Cl)Cl>[Br:17][C:8]1[C:9]2[C:14]([NH2:15])=[N:13][CH:12]=[N:11][C:10]=2[O:16][C:7]=1[C:1]1[CH:2]=[CH:3][CH:4]=[CH:5][CH:6]=1. Procedure details: Heat 80 g (378.7 mmol) 6-phenylfuro[2,3-d]pyrimidine-4-amine in 770 ml carbon tetrachloride to 60° C. Add 84.3 g (473.4 mmol) N-bromosuccinimide, and stir the mixture overnight under reflux. After cooling, filter, mix the filter cake successively with dichloromethane and acetonitrile, and filter again. Then dry the filter cake under vacuum. 86 g of the target product (78.2% of theor.) is obtained. The reactants are CC(=O)O, CC(C)=O, COCc1oncc1C(=O)OC, Cl, O. Product: COCc1oncc1C(=O)O. As a reaction SMILES: [CH3:14][C:15](=[O:16])[OH:17].[CH3:19][C:20](=[O:21])[CH3:22].[CH3:1][O:2][CH2:3][c:4]1[c:5]([C:9](=[O:10])[O:11][CH3:12])[cH:6][n:7][o:8]1.[ClH:13].[OH2:18]>>[CH3:1][O:2][CH2:3][c:4]1[c:5]([C:9](=[O:10])[OH:11])[cH:6][n:7][o:8]1. Reaction SMILES: [CH3:15][CH2:16][OH:17].[Cl:1][c:2]1[c:3]([C:8]2=[CH:9][CH2:10][C:11](=[O:14])[CH2:12][CH2:13]2)[cH:4][cH:5][cH:6][cH:7]1>>[Cl:1][c:2]1[c:3]([CH:8]2[CH2:9][CH2:10][C:11](=[O:14])[CH2:12][CH2:13]2)[cH:4][cH:5][cH:6][cH:7]1. Starting materials: CCO, O=C1CC=C(c2ccccc2Cl)CC1. The product is O=C1CCC(c2ccccc2Cl)CC1. The reactants are BrC1=CC(=C(COC[C@H]2[C@H](C2)C2CCNCC2)C=C1)F (4-((1R,2R)-2-{[(4-bromo-2-fluorobenzyl)oxy]methyl}cyclopropyl)piperidine), ClC1=NC=C(C=N1)CC (2-chloro-5-ethylpyrimidine), intermediate 7. The product is C(C)C=1C=NC(=NC1)N1CCC(CC1)[C@@H]1[C@@H](C1)COCC1=C(C=C(C=C1)Br)F (5-ethyl-2-{4-[(1R,2R)-2-({[4-bromo-2-fluorobenzyl]oxy}methyl)cyclopropyl]piperidin-1-yl}pyrimidine). Reaction SMILES: [Br:1][C:2]1[CH:19]=[CH:18][C:5]([CH2:6][O:7][CH2:8][C@@H:9]2[CH2:11][C@@H:10]2[CH:12]2[CH2:17][CH2:16][NH:15][CH2:14][CH2:13]2)=[C:4]([F:20])[CH:3]=1.Cl[C:22]1[N:27]=[CH:26][C:25]([CH2:28][CH3:29])=[CH:24][N:23]=1>>[CH2:28]([C:25]1[CH:24]=[N:23][C:22]([N:15]2[CH2:14][CH2:13][CH:12]([C@H:10]3[CH2:11][C@H:9]3[CH2:8][O:7][CH2:6][C:5]3[CH:18]=[CH:19][C:2]([Br:1])=[CH:3][C:4]=3[F:20])[CH2:17][CH2:16]2)=[N:27][CH:26]=1)[CH3:29]. Procedure details: This compound was prepared from the product of step A and 2-chloro-5-ethylpyrimidine according to the conditions outlined in intermediate 7 (step B). 1H NMR (500 MHz, CDCl3) δ 8.19 (s, 2H), 7.33-7.31 (m, 2H), 7.26 (d, J 9.0 Hz, 1H), 4.72-4.65 (m, 2H), 4.60 (d, J 12.4 Hz, 1H), 4.52 (d, J 12.4 Hz, 1H), 3.65 (dd, J 10.1 & 6.4 Hz, 1H), 3.47 (t, J 9.6 Hz, 1H), 2.88-2.76 (m, 2H), 2.47 (q, J 7.5 Hz, 1H), 1.95 (d, J 13.0 Hz, 1H), 1.82 (d, J 13.3 Hz, 1H), 1.45-1.35 (m, 2H), 1.21 (t, J 7.5 Hz, 3H), 1.09-1... The product is O=[N+]([O-])c1cnc(Br)c(-c2ccccc2)c1. As a reaction SMILES: [N+:1](=[O:2])([O-:3])[c:4]1[cH:5][c:6](-[c:11]2[cH:12][cH:13][cH:14][cH:15][cH:16]2)[c:7]([OH:10])[n:8][cH:9]1.[OH2:21].[P:17]([Br:18])([Br:19])[Br:20]>>[N+:1](=[O:2])([O-:3])[c:4]1[cH:5][c:6](-[c:11]2[cH:12][cH:13][cH:14][cH:15][cH:16]2)[c:7]([Br:18])[n:8][cH:9]1. Reactants: O=[N+]([O-])c1cnc(O)c(-c2ccccc2)c1, O, BrP(Br)Br. Starting materials: ClC1=NN2C(C(=CC=C2)NCC2=C(C=CC=C2)N(S(=O)(=O)C)C)=N1 (N-{2-[(2-chloro-[1,2,4]triazolo[1,5-a]pyridin-8-ylamino)-methyl]-phenyl}-N-methyl-methanesulfonamide), CN1CCC(CC1)C1=CC=C(C=C1)N (4-(1-methyl-piperidin-4-yl)-phenylamine), C1(CCCCC1)P(C1=C(C=CC=C1)C1=C(C=CC=C1)P(C1CCCCC1)C1CCCCC1)C1CCCCC1 (2,2′-bis-dicyclohexylphosphanyl-biphenyl). Yields the product CN(S(=O)(=O)C)C1=C(C=CC=C1)CNC=1C=2N(C=CC1)N=C(N2)NC2=CC=C(C=C2)C2CCN(CC2)C (N-Methyl-N-[2-({2-[4-(1-methyl-piperidin-4-yl)-phenylamino]-[1,2,4]triazolo[1,5-a]pyridin-8-ylamino}-methyl)-phenyl]-methanesulfonamide), foam. Yield: 18.0%. As a reaction SMILES: Cl[C:2]1[N:24]=[C:5]2[C:6]([NH:10][CH2:11][C:12]3[CH:17]=[CH:16][CH:15]=[CH:14][C:13]=3[N:18]([CH3:23])[S:19]([CH3:22])(=[O:21])=[O:20])=[CH:7][CH:8]=[CH:9][N:4]2[N:3]=1.[CH3:25][N:26]1[CH2:31][CH2:30][CH:29]([C:32]2[CH:37]=[CH:36][C:35]([NH2:38])=[CH:34][CH:33]=2)[CH2:28][CH2:27]1.C1(P(C2CCCCC2)C2C=CC=CC=2C2C=CC=CC=2P(C2CCCCC2)C2CCCCC2)CCCCC1>>[CH3:23][N:18]([C:13]1[CH:14]=[CH:15][CH:16]=[CH:17][C:12]=1[CH2:11][NH:10][C:6]1[C:5]2[N:4]([N:3]=[C:2]([NH:38][C:35]3[CH:36]=[CH:37][C:32]([CH:29]4[CH2:28][CH2:27][N:26]([CH3:25])[CH2:31][CH2:30]4)=[CH:33][CH:34]=3)[N:24]=2)[CH:9]=[CH:8][CH:7]=1)[S:19]([CH3:22])(=[O:21])=[O:20]. Reported procedure: N-Methyl-N-[2-({2-[4-(1-methyl-piperidin-4-yl)-phenylamino]-[1,2,4]triazolo[1,5-a]pyridin-8-ylamino}-methyl)-phenyl]-methanesulfonamide was prepared from N-{2-[(2-chloro-[1,2,4]triazolo[1,5-a]pyridin-8-ylamino)-methyl]-phenyl}-N-methyl-methanesulfonamide (75.0 mg, 0.205 mmol) and 4-(1-methyl-piperidin-4-yl)-phenylamine (44.0 mg, 0.231 mmol) with 2,2′-bis-dicyclohexylphosphanyl-biphenyl (23.0 mg, 0.0421 mmol) as the ligand in a manner analogous to Example 2d. Product isolated as a tan foam (0.019... Starting materials: C(C1=CC=CC=C1)N(C(CC1=CC=C(C=C1)[N+](=O)[O-])=O)C (N-Benzyl-N-methyl-4-nitrophenylacetamide), B.O1CCCC1 (borane tetrahydrofuran), Cl (hydrochloric acid), CO (methanol). Run in O1CCCC1 (tetrahydrofuran). Product: C(C1=CC=CC=C1)N(C)CCC1=CC=C(C=C1)[N+](=O)[O-] (N-benzyl-N-methyl[2-(4-nitrophenyl)ethyl]amine). Yield: 100.1%. As a reaction SMILES: [CH2:1]([N:8]([CH3:21])[C:9](=O)[CH2:10][C:11]1[CH:16]=[CH:15][C:14]([N+:17]([O-:19])=[O:18])=[CH:13][CH:12]=1)[C:2]1[CH:7]=[CH:6][CH:5]=[CH:4][CH:3]=1.B.O1CCCC1.CO.Cl>O1CCCC1>[CH2:1]([N:8]([CH2:9][CH2:10][C:11]1[CH:12]=[CH:13][C:14]([N+:17]([O-:19])=[O:18])=[CH:15][CH:16]=1)[CH3:21])[C:2]1[CH:3]=[CH:4][CH:5]=[CH:6][CH:7]=1 |f:1.2|. Reported procedure: To a stirred solution of N-benzyl-N-methyl-4-nitrophenylacetamide (step (b), 24.9 g, 87.6 mmol) in tetrahydrofuran (270 ml) under nitrogen, was added dropwise 1.0M borane-tetrahydrofuran (245 ml, 245 mmol). The reaction was heated at reflux for 2 hours, cooled, then methanol (53 ml) was added dropwise followed by the cautious addition of aqueous 2.5N hydrochloric acid (100 ml). The resulting mixture was refluxed for 1 hour and then concentrated on a rotary evaporator to remove the organic solven... RXN SMILES: [CH:1]([Li])([CH3:3])[CH3:2].[CH:5]([O:8][B:9](OC(C)C)[O:10][CH:11]([CH3:13])[CH3:12])([CH3:7])[CH3:6]>>[CH:1]([B:9]([O:10][CH:11]([CH3:13])[CH3:12])[O:8][CH:5]([CH3:7])[CH3:6])([CH3:3])[CH3:2]. Procedure: The title compound was prepared following the procedure of Example 1, from isopropyllithium (177 mL, 101 mmol) and triisopropoxyborane (19.0 g, 101 mmol). Solvent was removed at 0° C. and 15 mm Hg. The oil bath was heated to 80° C. Yield: 16.3 g (94.2 mmol, 93%), bp 138° C. (749 mm Hg); n20D 1.3853; proton NMR (CDCl3) δ4.40 (septet, J=18 Hz, 2H); 1.13 (d, J=18 Hz, 12H), 0.93 (bs, 7H); boron NMR (neat) δ+30.5 ppm (s). Anal. Calcd. for C9H21BO2 : C, 62.80; H, 12.22; B, 6.29. Found: C, 62.59; H, 12... The product is C(C)(C)B(OC(C)C)OC(C)C (Isopropyldiisopropoxyborane). Starting materials: C(C)(C)[Li] (isopropyllithium), C(C)(C)OB(OC(C)C)OC(C)C (triisopropoxyborane). Reaction conditions: temperature 80 celsius.